The task is: describe an organic reaction: reactants, conditions, products, and yield. This data is from the Open Reaction Database (ORD), a public repository of structured organic reaction records. Reactants: C(CCCCC)P(OCCC)(OC1=CC(=CC=C1)CCCC=O)=O (O-propyl O-[3-(3-formylpropyl)phenyl] hexylphosphonate), CC1=CC=C(C(=S)NN)C=C1 (4-methylthiobenzoylhydrazine). The solvent is C(Cl)Cl (methylene chloride), CO (methanol), CO (methanol). Run at time 12 hour. The product is C(CCCCC)P(OCCC)(OC1=CC(=CC=C1)CCCC=NNC(C1=CC=C(C=C1)C)=S)=O (O-propyl O-{3-[4(4-methylthiobenzoylhydrazono)butyl]phenyl} hexylphosphonate). RXN SMILES: [CH2:1]([P:7](=[O:24])([O:12][C:13]1[CH:18]=[CH:17][CH:16]=[C:15]([CH2:19][CH2:20][CH2:21][CH:22]=O)[CH:14]=1)[O:8][CH2:9][CH2:10][CH3:11])[CH2:2][CH2:3][CH2:4][CH2:5][CH3:6].[CH3:25][C:26]1[CH:35]=[CH:34][C:29]([C:30]([NH:32][NH2:33])=[S:31])=[CH:28][CH:27]=1>CO.C(Cl)Cl>[CH2:1]([P:7](=[O:24])([O:12][C:13]1[CH:18]=[CH:17][CH:16]=[C:15]([CH2:19][CH2:20][CH2:21][CH:22]=[N:33][NH:32][C:30](=[S:31])[C:29]2[CH:34]=[CH:35][C:26]([CH3:25])=[CH:27][CH:28]=2)[CH:14]=1)[O:8][CH2:9][CH2:10][CH3:11])[CH2:2][CH2:3][CH2:4][CH2:5][CH3:6]. Procedure details: A solution of O-propyl O-[3-(3-formylpropyl)phenyl] hexylphosphonate (0.02 mole) in methanol (50 ml) and 4-methylthiobenzoylhydrazine (0.02 mole) are charged into a glass reaction vessel and the mixture is stirred at room temperature for a period of about 12 hours. After this time the reaction mixture is stripped of methanol under vacuum and the residue is dissolved in methylene chloride (100 ml) and the resulting solution is washed with water (75 ml), with aqueous sodium hydroxide (75 ml; 0.1 N... Reactants: 2L, OC[C@H](O)[C@@H](O)[C@H](O)[C@H](O)CO (D-Sorbitol), OS(=O)(=O)O (H2SO4). Solvent: O (H2O). Reaction conditions: time 30 minute. Product: OC(CO)C1OCC(C1O)O (tetrahydro-β,3,4-trihydroxy-2-furanethanol). RXN SMILES: [OH:1][CH2:2][C@@H:3]([C@H:5]([C@@H:7]([C@@H:9]([CH2:11][OH:12])[OH:10])[OH:8])O)[OH:4].OS(O)(=O)=O>O>[OH:4][CH:3]([CH:5]1[CH:7]([OH:8])[CH:9]([OH:10])[CH2:11][O:12]1)[CH2:2][OH:1]. Procedure: This was prepared by modification of the method of S. Soltzberg (J. Am. Chem. Soc., 68, 919 (1946)). In a 2L round bottom flask, D-Sorbitol (130 g) was added to a solution of 1.43 g of concentrated H2SO4 in 19.5 ml of H2O. The flask was warmed in a 100° oil bath until the solid began to melt. The flask was then evacuated, maintained at approximately 20-25 mm Hg, and placed in a 140° oil bath. The reaction was stirred at 125°-145° for 30 minutes at reduced pressure. The reaction flask was then co... The reactants are O=C(O)COc1ccccc1, COC(=O)c1ccc(N)cc1OC. Reagents/catalysts: C1CCN(C1)[P+](N2CCCC2)(N3CCCC3)ON4C5=C(C=CC=N5)N=N4.F[P-](F)(F)(F)(F)F (PyAOP), CCN(C(C)C)C(C)C (DIPEA). The solvent is CN(C)C=O (DMF), CN(C)C=O (DMF), CN(C)C=O (DMF), CN(C)C=O (DMF), CN(C)C=O (DMF), CN(C)C=O (DMF). Reaction conditions: temperature 25 celsius, time 2 hour. Product: COC(=O)c1ccc(NC(=O)COc2ccccc2)cc1OC. The yield is 78.7%. RXN SMILES: COC(=O)c1ccc(N)cc1OC.O=C(O)COc1ccccc1.C1CCN(C1)[P+](N2CCCC2)(N3CCCC3)ON4C5=C(C=CC=N5)N=N4.F[P-](F)(F)(F)(F)F.CCN(C(C)C)C(C)C.CN(C)C=O>>COC(=O)c1ccc(NC(=O)COc2ccccc2)cc1OC. The reactants are BrCCBr, CCCC[N+](CCCC)(CCCC)CCCC, COCCOC, CC(C)(C)OP(=O)([O-])OC(C)(C)C. The product is CC(C)(C)OP(=O)(OCCBr)OC(C)(C)C. As a reaction SMILES: [Br:31][CH2:32][CH2:33][Br:34].[CH2:14]([N+:15]([CH2:16][CH2:17][CH2:18][CH3:19])([CH2:20][CH2:21][CH2:22][CH3:23])[CH2:24][CH2:25][CH2:26][CH3:27])[CH2:28][CH2:29][CH3:30].[CH2:35]([CH2:36][O:37][CH3:38])[O:39][CH3:40].[P:1](=[O:2])([O:3][C:4]([CH3:5])([CH3:6])[CH3:7])([O:8][C:9]([CH3:10])([CH3:11])[CH3:12])[O-:13]>>[P:1](=[O:2])([O:3][C:4]([CH3:5])([CH3:6])[CH3:7])([O:8][C:9]([CH3:10])([CH3:11])[CH3:12])[O:13][CH2:33][CH2:32][Br:31]. Reactants: COB(OC)OC (trimethylborate), C(=O)(O)[O-].[Na+] (NaHCO3), compound, CN(C)CCN(C)C (TMEDA), [Li]C(C)CC (s-BuLi), C1CCCCC1 (cyclohexane), Cl (HCl). The solvent is C1CCOC1 (THF). Run at time 15 minute. Yields the product ClC1=CC=CC2=C1C(N(B2O)CC)=O (4-chloro-2-ethyl-1-hydroxy-1H-2,1-benzazaborol-3(2H)-one). RXN SMILES: C[N:2]([CH2:4][CH2:5]N(C)C)C.[Li]C(CC)C.[CH2:14]1[CH2:19][CH2:18][CH2:17][CH2:16][CH2:15]1.CO[B:22]([O:25]C)OC.[ClH:27].[C:28]([O-:31])(O)=O.[Na+]>C1COCC1>[Cl:27][C:14]1[C:19]2[C:28](=[O:31])[N:2]([CH2:4][CH3:5])[B:22]([OH:25])[C:18]=2[CH:17]=[CH:16][CH:15]=1 |f:5.6|. Procedure: The compound of Example f (5.0 g, 27.2 mmol), TMEDA (6.6 g, 57.1 mmol), and THF (100 Ml) were stirred at -78° C. under nitrogen, and 1.3M s-BuLi in cyclohexane (44 mL, 57.1 mmol) was added dropwise. The mixture was stirred for 15 min and trimethylborate (3.1 g, 29.9 mmol) was added all at once. The mixture was then stirred at -78° C. for 30 min before warming to RT. It was then poured into 10% HCl (100 mL). This mixture was made basic with sat aq NaHCO3 and extracted with ether. The aq layer was... Reaction SMILES: [CH2:1]([O:8][C:9]([N:11]([CH2:19][C:20]1[C:29]2[C:24](=[CH:25][C:26]([O:38][CH2:39][C:40]3[CH:45]=[CH:44][CH:43]=[CH:42][CH:41]=3)=[C:27]([O:30][CH2:31][C:32]3[CH:37]=[CH:36][CH:35]=[CH:34][CH:33]=3)[CH:28]=2)[CH2:23][CH2:22][N:21]=1)[C:12]1[CH:17]=[CH:16][C:15]([Cl:18])=[CH:14][CH:13]=1)=[O:10])[C:2]1[CH:7]=[CH:6][CH:5]=[CH:4][CH:3]=1.[BH4-].[Na+]>C(O)C>[ClH:18].[CH2:1]([O:8][C:9]([N:11]([CH2:19][CH:20]1[C:29]2[C:24](=[CH:25][C:26]([O:38][CH2:39][C:40]3[CH:45]=[CH:44][CH:43]=[CH:42][CH:41]=3)=[C:27]([O:30][CH2:31][C:32]3[CH:33]=[CH:34][CH:35]=[CH:36][CH:37]=3)[CH:28]=2)[CH2:23][CH2:22][NH:21]1)[C:12]1[CH:13]=[CH:14][C:15]([Cl:18])=[CH:16][CH:17]=1)=[O:10])[C:2]1[CH:7]=[CH:6][CH:5]=[CH:4][CH:3]=1 |f:1.2,4.5|. Reactants: C(C1=CC=CC=C1)OC(=O)N(C1=CC=C(C=C1)Cl)CC1=NCCC2=CC(=C(C=C12)OCC1=CC=CC=C1)OCC1=CC=CC=C1 (1-(N-Benzyloxycarbonyl-p-chloroanilinomethyl)-6,7-dibenzyloxy-3,4-dihydroisoquinoline), [BH4-].[Na+] (sodium borohydride). Conditions: time 3 hour. Procedure: 1-(N-Benzyloxycarbonyl-p-chloroanilinomethyl)-6,7-dibenzyloxy-3,4-dihydroisoquinoline (7.0 g) was added to 99% ethanol (160 ml) and to the solution was gradually added sodium borohydride (2.2 g) under ice cooling. The reaction temperature of the mixture was elevated to ambient temperature and the mixture was stirred for 3 hours. An insoluble material was filtered off from the reaction mixture and the filtrate was concentrated under reduced pressure. After water was added to the residue, the mixt... Run in C(C)O (ethanol). Yield: 37.7%. Product: Cl.C(C1=CC=CC=C1)OC(=O)N(C1=CC=C(C=C1)Cl)CC1NCCC2=CC(=C(C=C12)OCC1=CC=CC=C1)OCC1=CC=CC=C1 (1-(N-benzyloxycarbonyl-p-chloroanilinomethyl)-6,7-dibenzyloxy-1,2,3,4-tetrahydroisoquinoline hydrochloride).